From a dataset of the Open Reaction Database (ORD), a public repository of structured organic reaction records. describe an organic reaction: reactants, conditions, products, and yield Reactants: [BH4-], CCO, [Na+], CCOC(=O)C(=O)c1ccc(C(F)(F)F)cc1. Product: CCOC(=O)C(O)c1ccc(C(F)(F)F)cc1. As a reaction SMILES: [BH4-:18].[CH3:20][CH2:21][OH:22].[Na+:19].[O:1]=[C:2]([C:3](=[O:4])[O:5][CH2:6][CH3:7])[c:8]1[cH:9][cH:10][c:11]([C:14]([F:15])([F:16])[F:17])[cH:12][cH:13]1>>[OH:1][CH:2]([C:3](=[O:4])[O:5][CH2:6][CH3:7])[c:8]1[cH:9][cH:10][c:11]([C:14]([F:15])([F:16])[F:17])[cH:12][cH:13]1.